This data is from the Open Reaction Database (ORD), a public repository of structured organic reaction records. The task is: describe an organic reaction: reactants, conditions, products, and yield Starting materials: CC(C)(C)CC(C)(C)NS(=O)(=O)C=Cc1cccs1, ClCCl, O=C(O)C(F)(F)F. Yields the product NS(=O)(=O)C=Cc1cccs1. As a reaction SMILES: [CH3:1][C:2]([CH3:3])([CH2:4][C:5]([CH3:6])([CH3:7])[CH3:8])[NH:9][S:10](=[O:11])(=[O:12])[CH:13]=[CH:14][c:15]1[s:16][cH:17][cH:18][cH:19]1.[Cl:27][CH2:28][Cl:29].[OH:20][C:21]([C:22]([F:23])([F:24])[F:25])=[O:26]>>[NH2:9][S:10](=[O:11])(=[O:12])[CH:13]=[CH:14][c:15]1[s:16][cH:17][cH:18][cH:19]1. Starting materials: NC=1SC2=C(N1)C(=CC(=C2C(C)C)SS(=O)(=O)C2=CC=C(C=C2)C)C (toluene-4-thiosulfonic acid S-(2-amino-7-isopropyl-4-methyl-benzothiazol-6-yl)ester), OC1=CC(O[C@@](C1)(C(C)C)CCC1=CC=C(C=C1)O)=O ((S)-4-hydroxy-6-[2-(4-hydroxy-phenyl)-ethyl]-6-isopropyl-5,6-dihydro-pyran-2-one), C([O-])([O-])=O.[K+].[K+] (potassium carbonate). The solvent is CN(C)C=O (DMF). Product: NC=1SC2=C(N1)C(=CC(=C2C(C)C)SC=2C(O[C@@](CC2O)(C(C)C)CCC2=CC=C(C=C2)O)=O)C ((S)-3-(2-Amino-7-isopropyl-4-methyl-benzothiazol-6-ylsulfanyl)-4-hydroxy-6-[2-(4-hydroxyl-phenyl)-ethyl]-6-isopropyl-5,6-dihydro-pyran-2-one). Reaction SMILES: [NH2:1][C:2]1[S:3][C:4]2[C:10]([CH:11]([CH3:13])[CH3:12])=[C:9]([S:14]S(C3C=CC(C)=CC=3)(=O)=O)[CH:8]=[C:7]([CH3:25])[C:5]=2[N:6]=1.[OH:26][C:27]1[CH2:32][C@@:31]([CH2:36][CH2:37][C:38]2[CH:43]=[CH:42][C:41]([OH:44])=[CH:40][CH:39]=2)([CH:33]([CH3:35])[CH3:34])[O:30][C:29](=[O:45])[CH:28]=1.C(=O)([O-])[O-].[K+].[K+]>CN(C=O)C>[NH2:1][C:2]1[S:3][C:4]2[C:10]([CH:11]([CH3:12])[CH3:13])=[C:9]([S:14][C:28]3[C:29](=[O:45])[O:30][C@:31]([CH2:36][CH2:37][C:38]4[CH:43]=[CH:42][C:41]([OH:44])=[CH:40][CH:39]=4)([CH:33]([CH3:35])[CH3:34])[CH2:32][C:27]=3[OH:26])[CH:8]=[C:7]([CH3:25])[C:5]=2[N:6]=1 |f:2.3.4|. Reported procedure: The title compound was prepared according to General Method 16a using toluene-4-thiosulfonic acid S-(2-amino-7-isopropyl-4-methyl-benzothiazol-6-yl)ester (Example BB-5; 0.35 g, 1.27 mmol), (S)-4-hydroxy-6-[2-(4-hydroxy-phenyl)-ethyl]-6-isopropyl-5,6-dihydro-pyran-2-one (Example J-10; 0.35 g. 1.27 mmol), potassium carbonate (0.7 g), and DMF (5 mL). The crude reaction mixture was purified by flash chromatography (20% EtOAc in hexanes to 50% EtOAc in hexanes to 5% MeOH in EtOAc as eluents), mp 232-... Starting materials: 1, CC1CCC2=CC(=CC=C12)O (methyl-5-indanol), C(C)(=O)O (acetic acid), S(O)(O)(=O)=O (sulfuric acid), OCNC(CCl)=O (N-hydroxymethyl chloroacetamide). Solvent: mixed solution, O (water). Reaction conditions: time 2 hour. Yields the product CC1CCC2=CC(=C(C=C12)CNC(CCl)=O)O (1-Methyl-6-(N-chloroacetylaminomethyl)-5-indanol). RXN SMILES: [CH3:1][CH:2]1[C:10]2[C:5](=[CH:6][C:7]([OH:11])=[CH:8][CH:9]=2)[CH2:4][CH2:3]1.C(O)(=O)C.S(=O)(=O)(O)O.O[CH2:22][NH:23][C:24](=[O:27])[CH2:25][Cl:26]>O>[CH3:1][CH:2]1[C:10]2[C:5](=[CH:6][C:7]([OH:11])=[C:8]([CH2:22][NH:23][C:24](=[O:27])[CH2:25][Cl:26])[CH:9]=2)[CH2:4][CH2:3]1. Procedure details: A solution of 850 mg of 1 methyl-5-indanol in 5 ml of a mixed solution of acetic acid and sulfuric acid (10:1 by volume) solution was mixed with 850 mg of N-hydroxymethyl chloroacetamide at room temperature under stirring for 2 hours. After reaction the reaction mixture was poured into 20 ml of water, extracted with ethyl acetate. The extract was washed with water, dried with anhydrous magnesium sulfate and concentrated under vacuum. The crude product thus obtained was purified by column chromat... Reactants: CS(=O)(=O)Cl, CCC=C1CC(O)C1, O, c1ccncc1. Yields the product CCC=C1CC(OS(C)(=O)=O)C1. Reaction SMILES: [CH3:9][S:10]([Cl:11])(=[O:12])=[O:13].[CH:1]([CH2:2][CH3:3])=[C:4]1[CH2:5][CH:6]([OH:8])[CH2:7]1.[OH2:14].[cH:15]1[cH:16][cH:17][n:18][cH:19][cH:20]1>>[CH:1]([CH2:2][CH3:3])=[C:4]1[CH2:5][CH:6]([O:8][S:10]([CH3:9])(=[O:12])=[O:13])[CH2:7]1. Starting materials: [Br-].[K+] (Potassium bromide), N[C@H](CC(C)C)C(=O)O (D-leucine), N(=O)[O-].[Na+] (sodium nitrite). Run in S(O)(O)(=O)=O (sulfuric acid). Conditions: temperature -10 celsius, time 1 hour. Yields the product Br[C@H](C(=O)O)CC(C)C ((S)-2-Bromo-4-methylpentanoic acid). As a reaction SMILES: [Br-:1].[K+].N[C@@H:4]([C:9]([OH:11])=[O:10])[CH2:5][CH:6]([CH3:8])[CH3:7].N([O-])=O.[Na+]>S(=O)(=O)(O)O>[Br:1][C@@H:4]([CH2:5][CH:6]([CH3:8])[CH3:7])[C:9]([OH:11])=[O:10] |f:0.1,3.4|. Procedure details: Potassium bromide (9.5 g., 80 mmol.) was added to a stirred solution of D-leucine (3.0 g., 23 mmol.) in 2.5N sulfuric acid (47 ml.) at room temperature. The reaction mixture was cooled to -10° C. and solid sodium nitrite (2.4 g., 34 mmol.) was added portionwise, maintaining the temperature between -10° and -5° C. After addition was complete, the reaction was stirred for 1 hour and then warmed to room temperature and stirred for another hour. The reaction mixture was then extracted twice with eth... Reactants: C1COCCO1, C=CCOCC1CNCCO1, CC(C)(C)[O-], [K+], O. The product is CC=COCC1CNCCO1. RXN SMILES: [CH2:19]1[O:20][CH2:21][CH2:22][O:23][CH2:24]1.[CH2:1]([CH:2]=[CH2:3])[O:4][CH2:5][CH:6]1[O:7][CH2:8][CH2:9][NH:10][CH2:11]1.[CH3:12][C:13]([CH3:14])([O-:15])[CH3:16].[K+:17].[OH2:18]>>[CH:1](=[CH:2][CH3:3])[O:4][CH2:5][CH:6]1[O:7][CH2:8][CH2:9][NH:10][CH2:11]1.